From a dataset of the Open Reaction Database (ORD), a public repository of structured organic reaction records. describe an organic reaction: reactants, conditions, products, and yield Starting materials: C(C)(C)(C)OC(=O)N1CCC(CC1)C=O (4-formylpiperidine-1-carboxylic acid tert-butyl ester), [Li+].C[Si](C)(C)[N-][Si](C)(C)C (LiHMDS), solution, Cl.[Br-].O1C(=CC=2C=NC=CC21)C[P+](C2=CC=CC=C2)(C2=CC=CC=C2)C2=CC=CC=C2 (furo[3,2-c]pyridin-2-ylmethyltriphenylphosphonium bromide hydrochloride). Run in CCOC(=O)C (EtOAc), C1CCOC1 (THF), C1CCOC1 (THF). Run at temperature 20 celsius, time 45 minute. Yields the product C(C)(C)(C)OC(=O)N1CCC(CC1)C=CC1=CC=2C=NC=CC2O1 (4-(2-furo[3,2-c]pyridin-2-ylvinyl)piperidine-1-carboxylic acid tert-butyl ester). RXN SMILES: [Li+].C[Si]([N-][Si](C)(C)C)(C)C.Cl.[Br-].[O:13]1[C:21]2[CH:20]=[CH:19][N:18]=[CH:17][C:16]=2[CH:15]=[C:14]1[CH2:22][P+](C1C=CC=CC=1)(C1C=CC=CC=1)C1C=CC=CC=1.[C:42]([O:46][C:47]([N:49]1[CH2:54][CH2:53][CH:52]([CH:55]=O)[CH2:51][CH2:50]1)=[O:48])([CH3:45])([CH3:44])[CH3:43]>C1COCC1.CCOC(C)=O>[C:42]([O:46][C:47]([N:49]1[CH2:54][CH2:53][CH:52]([CH:55]=[CH:22][C:14]2[O:13][C:21]3[CH:20]=[CH:19][N:18]=[CH:17][C:16]=3[CH:15]=2)[CH2:51][CH2:50]1)=[O:48])([CH3:45])([CH3:43])[CH3:44] |f:0.1,2.3.4|. Procedure details: LiHMDS (5.9 mL of a 1.0 M solution in THF, 5.90 mmol) was added dropwise to a stirred suspension of furo[3,2-c]pyridin-2-ylmethyltriphenylphosphonium bromide hydrochloride (Preparation 6, 1.50 g, 2.94 mmol) in anhydrous THF (25 mL) at 0° C. After 45 min, the mixture was treated with 4-formylpiperidine-1-carboxylic acid tert-butyl ester (0.63 g, 2.94 mmol), before being stirred at 20° C. for 16 h. The reaction mixture was diluted with EtOAc (300 mL), before being washed with H2O (2×100 mL) and dr... Starting materials: C(C1=CC=CC=C1)O (benzyl alcohol), O.ON1N=NC2=C1C=CC=C2 (1-hydroxybenzotriazole monohydrate), C1(CCCCC1)N=C=NC1CCCCC1 (dicyclohexyl carbodiimide), C(C)(C)(C)OC(CC1SC2(N(C1=O)CCC(=O)O)CCC(CC2)=CCC(C)C)=O (3-[2-[2-(tert-butoxy)-2-oxoethyl]-8-(3-methylbutylidene)-3-oxo-1-thia-4-azaspiro[4.5]decan-4-yl]-propionic acid). Solvent: C(Cl)Cl (methylene chloride). Run at time 24 hour. Product: C(C)(C)(C)OC(CC1SC2(N(C1=O)CCC(=O)OCC1=CC=CC=C1)CCC(CC2)=CCC(C)C)=O (benzyl 3-[2-[2-(tert-butoxy)-2-oxoethyl]-8-(3-methylbutylidene)-3-oxo-1-thia-4-azaspiro[4.5]decan-4-yl]-propionate). The yield is 25.1%. Reaction SMILES: [C:1]([O:5][C:6](=[O:29])[CH2:7][CH:8]1[C:12](=[O:13])[N:11]([CH2:14][CH2:15][C:16]([OH:18])=[O:17])[C:10]2([CH2:23][CH2:22][C:21](=[CH:24][CH2:25][CH:26]([CH3:28])[CH3:27])[CH2:20][CH2:19]2)[S:9]1)([CH3:4])([CH3:3])[CH3:2].[CH2:30](O)[C:31]1[CH:36]=[CH:35][CH:34]=[CH:33][CH:32]=1.O.ON1C2C=CC=CC=2N=N1.C1(N=C=NC2CCCCC2)CCCCC1>C(Cl)Cl>[C:1]([O:5][C:6](=[O:29])[CH2:7][CH:8]1[C:12](=[O:13])[N:11]([CH2:14][CH2:15][C:16]([O:18][CH2:30][C:31]2[CH:36]=[CH:35][CH:34]=[CH:33][CH:32]=2)=[O:17])[C:10]2([CH2:19][CH2:20][C:21](=[CH:24][CH2:25][CH:26]([CH3:27])[CH3:28])[CH2:22][CH2:23]2)[S:9]1)([CH3:3])([CH3:2])[CH3:4] |f:2.3|. Procedure: In 10 ml of methylene chloride was dissolved 0.56 g of 3-[2-[2-(tert-butoxy)-2-oxoethyl]-8-(3-methylbutylidene)-3-oxo-1-thia-4-azaspiro[4.5]decan-4-yl]-propionic acid. At ambient temperature, 0.21 g of benzyl alcohol, 0.23 g of 1-hydroxybenzotriazole monohydrate and 0.31 g of dicyclohexyl carbodiimide were successively added. After stirring the resulting mixture for 24 hours at the same temperature as above, the insoluble matter was filtered off. The filtrate was washed successively with 2 mol/L... The reactants are COc1cccc2c(C)nc(O)nc12, O, O=P(Cl)(Cl)Cl. Product: COc1cccc2c(C)nc(Cl)nc12. Reaction SMILES: [CH3:1][O:2][c:3]1[cH:4][cH:5][cH:6][c:7]2[c:8]([CH3:14])[n:9][c:10]([OH:13])[n:11][c:12]12.[OH2:20].[P:15]([Cl:16])([Cl:17])([Cl:18])=[O:19]>>[CH3:1][O:2][c:3]1[cH:4][cH:5][cH:6][c:7]2[c:8]([CH3:14])[n:9][c:10]([Cl:17])[n:11][c:12]12. The reactants are BrC=1C=C(C=2C=NN(C2C1)C(C)C)C(=O)NCC=1C(NC(=CC1C)C)=O (6-bromo-N-[(4,6-dimethyl-2-oxo-1,2-dihydro-3-pyridinyl)methyl]-1-(1-methylethyl)-1H-indazole-4-carboxamide), N1=CC=C(C=C1)B(O)O (4-pyridinylboronic acid), P(=O)([O-])([O-])[O-].[K+].[K+].[K+] (potassium phosphate), N#N (N2). The reagents and catalysts are C1=CC=C(C=C1)P([C-]2C=CC=C2)C3=CC=CC=C3.C1=CC=C(C=C1)P([C-]2C=CC=C2)C3=CC=CC=C3.Cl[Pd]Cl.[Fe+2].C(Cl)Cl (PdCl2(dppf) CH2Cl2). Solvent: O (water), O1CCOCC1 (1,4-dioxane), CCOC(=O)C (EtOAc), CO (methanol), C(Cl)(Cl)Cl (chloroform), ClCCl (dichloromethane). Run at temperature 100 celsius. The product is N (ammonia), CC1=C(C(NC(=C1)C)=O)CNC(=O)C=1C=2C=NN(C2C=C(C1)C1=CC=NC=C1)C(C)C (N-[(4,6-dimethyl-2-oxo-1,2-dihydro-3-pyridinyl)methyl]-1-(1-methylethyl)-6-(4-pyridinyl)-1H-indazole-4-carboxamide). Isolated yield 147.1%. As a reaction SMILES: Br[C:2]1[CH:3]=[C:4]([C:14]([NH:16][CH2:17][C:18]2[C:19](=[O:26])[NH:20][C:21]([CH3:25])=[CH:22][C:23]=2[CH3:24])=[O:15])[C:5]2[CH:6]=[N:7][N:8]([CH:11]([CH3:13])[CH3:12])[C:9]=2[CH:10]=1.[N:27]1[CH:32]=[CH:31][C:30](B(O)O)=[CH:29][CH:28]=1.P([O-])([O-])([O-])=O.[K+].[K+].[K+].N#N>CO.C(Cl)(Cl)Cl.C1C=CC(P(C2C=CC=CC=2)[C-]2C=CC=C2)=CC=1.C1C=CC(P(C2C=CC=CC=2)[C-]2C=CC=C2)=CC=1.Cl[Pd]Cl.[Fe+2].C(Cl)Cl.ClCCl.CCOC(C)=O.O.O1CCOCC1>[NH3:7].[CH3:24][C:23]1[CH:22]=[C:21]([CH3:25])[NH:20][C:19](=[O:26])[C:18]=1[CH2:17][NH:16][C:14]([C:4]1[C:5]2[CH:6]=[N:7][N:8]([CH:11]([CH3:13])[CH3:12])[C:9]=2[CH:10]=[C:2]([C:30]2[CH:31]=[CH:32][N:27]=[CH:28][CH:29]=2)[CH:3]=1)=[O:15] |f:2.3.4.5,9.10.11.12.13|. Reported procedure: To a mixture of 6-bromo-N-[(4,6-dimethyl-2-oxo-1,2-dihydro-3-pyridinyl)methyl]-1-(1-methylethyl)-1H-indazole-4-carboxamide (0.15 g, 0.359 mmol), 4-pyridinylboronic acid (0.088 g, 0.647 mmol) and potassium phosphate (tribasic) (0.229 g, 1.078 mmol) was added 1,4-dioxane (3 mL) and water (0.75 mL). The suspension was degassed with N2 for 10 min, at which time PdCl2(dppf)-CH2Cl2 (0.044 g, 0.054 mmol) was added and the sealed reaction heated at 100° C. overnight (reaction got very dark). Diluted rea... Yield: 111.2%. The solvent is CO (methanol). Reaction SMILES: [NH2:1][C:2]1[S:3][C:4]([SH:7])=[N:5][N:6]=1.Cl.[N:9]1([CH:15](N2CCCCC2)[CH2:16]Cl)[CH2:14][CH2:13][CH2:12][CH2:11][CH2:10]1.[OH-].[K+]>CO>[NH2:1][C:2]1[S:3][C:4]([S:7][CH2:16][CH2:15][N:9]2[CH2:14][CH2:13][CH2:12][CH2:11][CH2:10]2)=[N:5][N:6]=1 |f:1.2,3.4|. Reactants: NC=1SC(=NN1)S (2-Amino-5-mercapto-1,3,4-thiadiazole), Cl.N1(CCCCC1)C(CCl)N1CCCCC1 (dipiperidinoethylchloridehydrochloride), [OH-].[K+] (potassium hydroxide). Reported procedure: 2-Amino-5-mercapto-1,3,4-thiadiazole (4.0 g), dipiperidinoethylchloridehydrochloride (6.0 g), and potassium hydroxide (3.4 g) were stirred in methanol (100 ml) overnight at room temperature. The reaction mixture was concentrated under a vacuum. The residue, with water added thereto, was extracted with ethyl acetate. The extract was dried over sodium sulfate anhydride, and then concentrated under a vacuum. The resulting solid was recrystallized from n-hexane/ethanol, thereby yielding 6.1 g of the... Product: NC=1SC(=NN1)SCCN1CCCCC1 (2-amino-5-piperidinoethylthio-1,3,4-thiadiazole).